This data is from the Open Reaction Database (ORD), a public repository of structured organic reaction records. The task is: describe an organic reaction: reactants, conditions, products, and yield Starting materials: C(C)(C)(C)OC(=O)N1CC2C(N(C=3C(=CC(=CC23)NC2=NC=CC=C2)C(F)(F)F)C)CC1 (5-methyl-8-(pyridinylamino)-6-trifluoromethyl-1,3,4,4a,5,9b-hexahydro-pyrido[4,3-b]indole-2-carboxylic acid tert-butyl ester), CC(C)(C)[O-].[Na+] (NaOt-Bu), C(C)(C)(C)OC(=O)N1C[C@@H]2[C@@H](N(C=3C(=CC(=CC23)Br)C#N)C)CC1 ((4aS,9bR)-8-bromo-6-cyano-5-methyl-1,3,4,4a,5,9b-hexahydro-pyrido[4,3-b]indole-2-carboxylic acid tert-butyl ester), FC(C1=C(C=NC=C1)N)(F)F (4-trifluoromethyl-pyridin-3-ylamine). Product: CN1[C@@H]2[C@H](C3=CC(=CC(=C13)C#N)NC=1C=NC=CC1C(F)(F)F)CNCC2 ((4aS,9bR)-5-methyl-8-(4-trifluoromethyl-pyridin-3-ylamino)-2,3,4,4a,5,9b-hexahydro-1H-pyrido[4,3-b]indole-6-carbonitrile). As a reaction SMILES: C(OC(N1CCC2N(C)C3C(C(F)(F)F)=CC(NC4C=CC=CN=4)=CC=3C2C1)=O)(C)(C)C.C(OC([N:40]1[CH2:56][CH2:55][C@@H:43]2[N:44]([CH3:54])[C:45]3[C:46]([C:52]#[N:53])=[CH:47][C:48](Br)=[CH:49][C:50]=3[C@@H:42]2[CH2:41]1)=O)(C)(C)C.[F:57][C:58]([F:67])([F:66])[C:59]1[CH:64]=[CH:63][N:62]=[CH:61][C:60]=1[NH2:65].CC([O-])(C)C.[Na+]>>[CH3:54][N:44]1[C:45]2[C:50](=[CH:49][C:48]([NH:65][C:60]3[CH:61]=[N:62][CH:63]=[CH:64][C:59]=3[C:58]([F:67])([F:57])[F:66])=[CH:47][C:46]=2[C:52]#[N:53])[C@@H:42]2[CH2:41][NH:40][CH2:56][CH2:55][C@H:43]12 |f:3.4|. Procedure: The title compound was prepared by following the general method for (5-methyl-6-trifluoromethyl-2,3,4,4a,5,9b-hexahydro-1H-pyrido[4,3-b]indol-8-yl)-pyridin-3-yl-amine (Method A) as a yellow solid (50 mg, 26%) from (4aS,9bR)-8-bromo-6-cyano-5-methyl-1,3,4,4a,5,9b-hexahydro-pyrido[4,3-b]indole-2-carboxylic acid tert-butyl ester (Example 158, 196 mg, 0.5 mmol), 4-trifluoromethyl-pyridin-3-ylamine (141 mg, 1.5 mmol) and NaOt-Bu (144 mg, 1.5 mmol). MS (ESI): 374 (base, M+H). Reactants: C(C)(=O)OCC (ethyl acetate), CS(=O)(=O)C=1C=CC(=C(C(=O)O)C1)O[C@H](C(F)(F)F)C (5-methanesulfonyl-2-((S)-2,2,2-trifluoro-1-methyl-ethoxy)-benzoic acid), Cl.N1(CCNCC1)C1=NSC2=C1C=CC=C2 (3-piperazin-1-yl-benzo[d]isothiazole hydrochloride). The solvent is C(C)#N (acetonitrile). Product: S1N=C(C2=C1C=CC=C2)N2CCN(CC2)C(=O)C2=C(C=CC(=C2)S(=O)(=O)C)O[C@H](C(F)(F)F)C ((4-Benzo[d]isothiazol-3-yl-piperazin-1-yl)-[5-methanesulfonyl-2-((S)-2,2,2-trifluoro-1-methyl-ethoxy)-phenyl]-methanone). Reaction SMILES: [CH3:1][S:2]([C:5]1[CH:6]=[CH:7][C:8]([O:14][C@@H:15]([CH3:20])[C:16]([F:19])([F:18])[F:17])=[C:9]([CH:13]=1)[C:10]([OH:12])=O)(=[O:4])=[O:3].Cl.[N:22]1([C:28]2[C:32]3[CH:33]=[CH:34][CH:35]=[CH:36][C:31]=3[S:30][N:29]=2)[CH2:27][CH2:26][NH:25][CH2:24][CH2:23]1.C(OCC)(=O)C>C(#N)C>[S:30]1[C:31]2[CH:36]=[CH:35][CH:34]=[CH:33][C:32]=2[C:28]([N:22]2[CH2:23][CH2:24][N:25]([C:10]([C:9]3[CH:13]=[C:5]([S:2]([CH3:1])(=[O:3])=[O:4])[CH:6]=[CH:7][C:8]=3[O:14][C@@H:15]([CH3:20])[C:16]([F:19])([F:18])[F:17])=[O:12])[CH2:26][CH2:27]2)=[N:29]1 |f:1.2|. Procedure details: Prepared in analogy to example 1.1 b) from 5-methanesulfonyl-2-((S)-2,2,2-trifluoro-1-methyl-ethoxy)-benzoic acid (Example 2.7) and 3-piperazin-1-yl-benzo[d]isothiazole hydrochloride (CA=87691-88-1) in acetonitrile. Chromatography (SiO2; ethyl acetate) yields the title compound as a colorless solid.